From a dataset of the Open Reaction Database (ORD), a public repository of structured organic reaction records. describe an organic reaction: reactants, conditions, products, and yield Starting materials: C(C)(C)(C)OC(=O)N1C(OC[C@@H]1\C=C\C1=CC=C(C=C1)I)(C)C ((S)-4-[(E)-2-(4-iodo-phenyl)-vinyl]-2,2-dimethyl-oxazolidine-3-carboxylic acid tert-butyl ester), FC1=CC=C(C=C1)N1C(NCC1)=O (1-(4-fluorophenyl)imidazoline-2-one), C([O-])([O-])=O.[Cs+].[Cs+] (caesium carbonate), N[C@H]1[C@@H](CCCC1)N (trans-1,2-diaminocyclohexane), C(C1=CC=CC=C1)=CC(=O)C=CC1=CC=CC=C1 (dibenzylideneacetone). The solvent is O1CCOCC1 (dioxane). Reaction conditions: temperature 180 celsius. The product is C(C)(C)(C)OC(=O)N1C(OC[C@@H]1\C=C\C1=CC=C(C=C1)N1C(N(CC1)C1=CC=C(C=C1)F)=O)(C)C ((S)-4-((E)-2-{4-[3-(4-fluoro-phenyl)-2-oxo-imidazolidin-1-yl]-phenyl}-vinyl)-2,2-dimethyl-oxazolidine-3-carboxylic acid tert-butyl ester). Isolated yield 66.7%. As a reaction SMILES: [C:1]([O:5][C:6]([N:8]1[C@@H:12](/[CH:13]=[CH:14]/[C:15]2[CH:20]=[CH:19][C:18](I)=[CH:17][CH:16]=2)[CH2:11][O:10][C:9]1([CH3:23])[CH3:22])=[O:7])([CH3:4])([CH3:3])[CH3:2].[F:24][C:25]1[CH:30]=[CH:29][C:28]([N:31]2[CH2:35][CH2:34][NH:33][C:32]2=[O:36])=[CH:27][CH:26]=1.C(=O)([O-])[O-].[Cs+].[Cs+].N[C@@H]1CCCC[C@H]1N.C(=CC(C=CC1C=CC=CC=1)=O)C1C=CC=CC=1>O1CCOCC1>[C:1]([O:5][C:6]([N:8]1[C@@H:12](/[CH:13]=[CH:14]/[C:15]2[CH:20]=[CH:19][C:18]([N:33]3[CH2:34][CH2:35][N:31]([C:28]4[CH:27]=[CH:26][C:25]([F:24])=[CH:30][CH:29]=4)[C:32]3=[O:36])=[CH:17][CH:16]=2)[CH2:11][O:10][C:9]1([CH3:23])[CH3:22])=[O:7])([CH3:4])([CH3:3])[CH3:2] |f:2.3.4|. Procedure: A stirred suspension of (S)-4-[(E)-2-(4-iodo-phenyl)-vinyl]-2,2-dimethyl-oxazolidine-3-carboxylic acid tert-butyl ester (250 mg, example 3(a)), 1-(4-fluorophenyl)imidazoline-2-one (320 mg, CAS 53159-75-4), caesium carbonate (418 mg), trans-1,2-diaminocyclohexane (0.14 ml), dibenzylideneacetone (54 mg) and copper(I) triflate benzene complex (58 mg) in dioxane (3 ml) under an atmosphere of argon in a sealed tube was heated at 180° C. for 40 min under microwave irradiation. The mixture was then coo...